From a dataset of the Open Reaction Database (ORD), a public repository of structured organic reaction records. describe an organic reaction: reactants, conditions, products, and yield Reactants: N1=C(C=CC=C1)N=C=S (2-pyridylisothiocyanate), C(C)#N (acetonitrile). Product: N1=C(C=CC=C1)N1C(N=C2N(C1=S)C=CC=C2)=S (3-(2-pyridyl) pyrido (1,2-a) 1,3,5-triazine-2,4-dithione). As a reaction SMILES: [N:1]1[CH:6]=[CH:5][CH:4]=[CH:3][C:2]=1[N:7]=[C:8]=[S:9].[C:10](#[N:12])[CH3:11]>>[N:1]1[CH:6]=[CH:5][CH:4]=[CH:3][C:2]=1[N:7]1[C:8](=[S:9])[N:7]2[CH:2]=[CH:3][CH:4]=[CH:11][C:10]2=[N:12][C:8]1=[S:9]. Procedure: 10 G. of freshly distilled 2-pyridylisothiocyanate is dissolved in 100 ml. of acetonitrile and the reaction mixture stirred at room temperature for 2 days. The solid precipitate is filtered and washed with fresh acetonitrile affording 3-(2-pyridyl) pyrido (1,2-a) 1,3,5-triazine-2,4-dithione m.p. 107°-109° C. The reactants are ClCCl, CC(=O)Cl, [Na+], O=C([O-])O, CC1CCCN(C(=O)NC2C3CC4CC2CC(O)(C4)C3)C1, c1ccncc1. The product is CC(=O)OC12CC3CC(C1)C(NC(=O)N1CCCC(C)C1)C(C3)C2. As a reaction SMILES: [CH2:37]([Cl:38])[Cl:39].[CH3:22][C:23]([Cl:24])=[O:25].[Na+:36].[O-:32][C:33]([OH:34])=[O:35].[OH:1][C:2]12[CH2:3][CH:4]3[CH:5]([NH:12][C:13](=[O:14])[N:15]4[CH2:16][CH:17]([CH3:21])[CH2:18][CH2:19][CH2:20]4)[CH:6]([CH2:7][CH:8]([CH2:9]1)[CH2:10]3)[CH2:11]2.[cH:26]1[cH:27][cH:28][n:29][cH:30][cH:31]1>>[O:1]([C:2]12[CH2:3][CH:4]3[CH:5]([NH:12][C:13](=[O:14])[N:15]4[CH2:16][CH:17]([CH3:21])[CH2:18][CH2:19][CH2:20]4)[CH:6]([CH2:7][CH:8]([CH2:9]1)[CH2:10]3)[CH2:11]2)[C:23]([CH3:22])=[O:25]. Reactants: Br, ClC(Cl)Cl, CC(=O)C1CCC2C3CCC4CC5OC5CC4(C)C3CCC12C. Yields the product CC(=O)C1CCC2C3CCC4CC(O)C(Br)CC4(C)C3CCC12C. As a reaction SMILES: [BrH:24].[CH:25]([Cl:26])([Cl:27])[Cl:28].[O:1]1[CH:2]2[CH:3]1[CH2:4][CH:5]1[CH2:6][CH2:7][CH:8]3[CH:9]4[CH2:10][CH2:11][CH:12]([C:13]([CH3:14])=[O:15])[C:16]4([CH3:23])[CH2:17][CH2:18][CH:19]3[C:20]1([CH3:22])[CH2:21]2>>[OH:1][CH:3]1[CH:2]([Br:24])[CH2:21][C:20]2([CH3:22])[CH:5]([CH2:4]1)[CH2:6][CH2:7][CH:8]1[CH:9]3[CH2:10][CH2:11][CH:12]([C:13]([CH3:14])=[O:15])[C:16]3([CH3:23])[CH2:17][CH2:18][CH:19]12. Reactants: C(CS)(=O)OC (methyl thioglycolate), BrCC1=NSC2=C1C=C(C=C2)N2C(N(C(=CC2=O)C(F)(F)F)C)=O (3-[3-(bromomethyl)-1,2-benzisothiazol-5-yl]-1-methyl-6-(trifluoromethyl)-2,4(1H,3H)-pyrimidinedione), C(C)OCC (diethyl ether). The solvent is O1CCCC1 (tetrahydrofuran), C(Cl)Cl (methylene chloride), C(Cl)Cl (methylene chloride), O (water), hexanes. Product: COC(CSCC1=NSC2=C1C=C(C=C2)N2C(N(C(=CC2=O)C(F)(F)F)C)=O)=O (Methyl{{{5-[3,6-dihydro-3-methyl-2,6-dioxo-4-(trifluoromethyl)-1(2H)-pyrimidinyl]-1,2-benzisothiazol-3-yl}methyl}thio}acetate). RXN SMILES: [C:1]([O:5][CH3:6])(=[O:4])[CH2:2][SH:3].Br[CH2:8][C:9]1[C:13]2[CH:14]=[C:15]([N:18]3[C:23](=[O:24])[CH:22]=[C:21]([C:25]([F:28])([F:27])[F:26])[N:20]([CH3:29])[C:19]3=[O:30])[CH:16]=[CH:17][C:12]=2[S:11][N:10]=1.C(OCC)C>O1CCCC1.C(Cl)Cl.O>[CH3:6][O:5][C:1](=[O:4])[CH2:2][S:3][CH2:8][C:9]1[C:13]2[CH:14]=[C:15]([N:18]3[C:23](=[O:24])[CH:22]=[C:21]([C:25]([F:28])([F:27])[F:26])[N:20]([CH3:29])[C:19]3=[O:30])[CH:16]=[CH:17][C:12]=2[S:11][N:10]=1. Procedure: A mixture of hexanes washed sodium hydride (0.0360 g of a 60% dispersion in oil, 0.900 mmol) in tetrahydrofuran is treated with methyl thioglycolate (90.0 mL, 1.00 mmol), stirred until gas evolution stops, treated dropwise with a solution of 3-[3-(bromomethyl)-1,2-benzisothiazol-5-yl]-1-methyl-6-(trifluoromethyl)-2,4(1H,3H)-pyrimidinedione (0.300 g, 0.710 mmol) in tetrahydrofuran, stirred for 10 minutes, and concentrated in vacuo to obtain a residue. The residue is diluted with methylene chlorid... Reactants: O=S(=O)(c1ccccc1)N1CC(O)CN(Cc2ccccc2)CC(O)C1, CCO, Clc1ccccc1, N, O, O=S(=O)(O)O. The product is O=S(=O)(c1ccccc1)N1CC2CN(Cc3ccccc3)CC(C1)O2. Reaction SMILES: [CH2:1]([c:2]1[cH:3][cH:4][cH:5][cH:6][cH:7]1)[N:8]1[CH2:9][CH:10]([OH:26])[CH2:11][N:12]([S:17](=[O:18])(=[O:19])[c:20]2[cH:21][cH:22][cH:23][cH:24][cH:25]2)[CH2:13][CH:14]([OH:16])[CH2:15]1.[CH3:41][CH2:42][OH:43].[Cl:34][c:35]1[cH:36][cH:37][cH:38][cH:39][cH:40]1.[NH3:33].[OH2:27].[S:28](=[O:29])(=[O:30])([OH:31])[OH:32]>>[CH2:1]([c:2]1[cH:3][cH:4][cH:5][cH:6][cH:7]1)[N:8]1[CH2:9][CH:10]2[CH2:11][N:12]([S:17](=[O:18])(=[O:19])[c:20]3[cH:21][cH:22][cH:23][cH:24][cH:25]3)[CH2:13][CH:14]([CH2:15]1)[O:16]2.